This data is from the Open Reaction Database (ORD), a public repository of structured organic reaction records. The task is: describe an organic reaction: reactants, conditions, products, and yield Starting materials: C1(=CC=CC=C1)CCCN1CCC(CC1)CCC(/C=C/C1=CC2=CN=C3C=CC=C(S1)N32)=O ((E)-5-[1-(3-phenylpropan-1-yl)piperidin-4-yl]-1-(5-thia-1,8b-diazaacenaphthylen-4-yl)-1-penten-3-one), Cl (hydrochloric acid). The solvent is CO (methanol). Conditions: time 10 minute. Product: Cl.Cl.C1(=CC=CC=C1)CCCN1CCC(CC1)CCC(/C=C/C1=CC2=CN=C3C=CC=C(S1)N32)=O ((E)-5-[1-(3-phenylpropan-1-yl)piperidin-4-yl]-1-(5-thia-1,8b-diazaacenaphthylen-4-yl)-1-penten-3-one dihydrochloride). RXN SMILES: [C:1]1([CH2:7][CH2:8][CH2:9][N:10]2[CH2:15][CH2:14][CH:13]([CH2:16][CH2:17][C:18](=[O:33])/[CH:19]=[CH:20]/[C:21]3[S:31][C:30]4[N:32]5[C:23](=[CH:24][N:25]=[C:26]5[CH:27]=[CH:28][CH:29]=4)[CH:22]=3)[CH2:12][CH2:11]2)[CH:6]=[CH:5][CH:4]=[CH:3][CH:2]=1.[ClH:34]>CO>[ClH:34].[ClH:34].[C:1]1([CH2:7][CH2:8][CH2:9][N:10]2[CH2:11][CH2:12][CH:13]([CH2:16][CH2:17][C:18](=[O:33])/[CH:19]=[CH:20]/[C:21]3[S:31][C:30]4[N:32]5[C:23](=[CH:24][N:25]=[C:26]5[CH:27]=[CH:28][CH:29]=4)[CH:22]=3)[CH2:14][CH2:15]2)[CH:2]=[CH:3][CH:4]=[CH:5][CH:6]=1 |f:3.4.5|. Procedure details: In 2 ml of methanol was dissolved 0.281 g (E)-5-[1-(3-phenylpropan-1-yl)piperidin-4-yl]-1-(5-thia-1,8b-diazaacenaphthylen-4-yl)-1-penten-3-one, followed by addition of a stoichiometric excess of methanolic hydrochloric acid, and the mixture was stirred for 10 minutes. This reaction mixture was concentrated and crystallized from ethanol-diethyl ether to provide the title compound. Starting materials: ClC1=NC=CC=C1N(C(=O)C1=C(C(=NN1C)C)NCS(=O)(=O)C1=CC=C(C=C1)C)C (N-(2-chloro-3-pyridinyl)-4-[[(4-methylphenyl)-sulfonyl]methylamino]-N,1,3-trimethyl-1H-pyrazole-5-carboxamide), polyphosphoric acid, ice water, [OH-].[Na+] (sodium hydroxide). Reaction conditions: time 2 hour. The product is ClC1=NC=CC=C1N(C(=O)C1=C(C(=NN1C)C)NC)C (N-(2-Chloro-3-pyridinyl)-4-(methylamino)-N,1,3-trimethyl-1H-pyrazole-5-carboxamide). RXN SMILES: [Cl:1][C:2]1[C:7]([N:8]([CH3:30])[C:9]([C:11]2[N:15]([CH3:16])[N:14]=[C:13]([CH3:17])[C:12]=2[NH:18][CH2:19]S(C2C=CC(C)=CC=2)(=O)=O)=[O:10])=[CH:6][CH:5]=[CH:4][N:3]=1.[OH-].[Na+]>>[Cl:1][C:2]1[C:7]([N:8]([CH3:30])[C:9]([C:11]2[N:15]([CH3:16])[N:14]=[C:13]([CH3:17])[C:12]=2[NH:18][CH3:19])=[O:10])=[CH:6][CH:5]=[CH:4][N:3]=1 |f:1.2|. Procedure details: A mixture of 40.8 gm (0.091 mol) of N-(2-chloro-3-pyridinyl)-4-[[(4-methylphenyl)-sulfonyl]methylamino]-N,1,3-trimethyl-1H-pyrazole-5-carboxamide (prepared from N-(2-chloro-3-pyridinyl)-4-[[(4-methylphenyl)-sulfonyl]amino]-N,1,3-trimethyl-1H-pyrazole-5-carboxamide by reaction with sodium hydride in anhydrous N,N-dimethylformamide and subsequent reaction with methyl iodide) and 0.6 kg of polyphosphoric acid (content of phosphorpentoxide: 85%) was heated with stirring for 6 hours up to 60° C. The ...